The task is: describe an organic reaction: reactants, conditions, products, and yield. This data is from the Open Reaction Database (ORD), a public repository of structured organic reaction records. The reactants are ClC1=NC(=CC(N1C)=NC1=C(C=C(C=C1C)C)C)C1=CC(=C(C=C1)OC)OC (2-chloro-3,4-dihydro-6-(3,4-dimethoxyphenyl)-3-methyl-4-(2,4,6-trimethylphenylimino)pyrimidine), N1CCNCC1 (piperazine). The solvent is C(C)O (ethanol). Product: COC=1C=C(C=CC1OC)C1=CC(N(C(=N1)N1CCNCC1)C)=NC1=C(C=C(C=C1C)C)C (3,4-dihydro-6-(3,4-dimethoxyphenyl)-3-methyl-2-(1-piperazinyl)-4-(2,4,6-trimethylphenylimino)pyrimidine). Yield: 57.3%. Reaction SMILES: Cl[C:2]1[N:7]([CH3:8])[C:6](=[N:9][C:10]2[C:15]([CH3:16])=[CH:14][C:13]([CH3:17])=[CH:12][C:11]=2[CH3:18])[CH:5]=[C:4]([C:19]2[CH:24]=[CH:23][C:22]([O:25][CH3:26])=[C:21]([O:27][CH3:28])[CH:20]=2)[N:3]=1.[NH:29]1[CH2:34][CH2:33][NH:32][CH2:31][CH2:30]1>C(O)C>[CH3:28][O:27][C:21]1[CH:20]=[C:19]([C:4]2[N:3]=[C:2]([N:29]3[CH2:34][CH2:33][NH:32][CH2:31][CH2:30]3)[N:7]([CH3:8])[C:6](=[N:9][C:10]3[C:15]([CH3:16])=[CH:14][C:13]([CH3:17])=[CH:12][C:11]=3[CH3:18])[CH:5]=2)[CH:24]=[CH:23][C:22]=1[O:25][CH3:26]. Procedure: To a suspension of 2-chloro-3,4-dihydro-6-(3,4-dimethoxyphenyl)-3-methyl-4-(2,4,6-trimethylphenylimino)pyrimidine (1.07 g) in ethanol (10 ml) was added piperazine (0.70 g). The mixture was refluxed for 3 hours, cooled to ambient temperature. The mixture was evaporated, and the residue was dissolved in chloroform and washed with aqueous sodium bicarbonate solution. The organic layer was dried over magnesium sulfate and evaporated. The residue was chromatographed on silica gel using a mixture of c... Reactants: [NH4+].[Cl-] (NH4Cl), C(C1=CC=CC=C1)OCCN1C=NC2=C1C=CC=C2 (1-(2-benzyloxy-ethyl)-1H-benzoimidazole), CN(C)C=O (DMF), C(CCC)[Li] (n-butyllithium). Solvent: C1CCOC1 (THF). Reaction conditions: temperature -75 celsius, time 1 hour. Product: C(C1=CC=CC=C1)OCCN1C(=NC2=C1C=CC=C2)C=O (1-(2-benzyloxy-ethyl)-1H-benzoimidazole-2-carbaldehyde). As a reaction SMILES: [CH2:1]([O:8][CH2:9][CH2:10][N:11]1[C:15]2[CH:16]=[CH:17][CH:18]=[CH:19][C:14]=2[N:13]=[CH:12]1)[C:2]1[CH:7]=[CH:6][CH:5]=[CH:4][CH:3]=1.C([Li])CCC.CN([CH:28]=[O:29])C.[NH4+].[Cl-]>C1COCC1>[CH2:1]([O:8][CH2:9][CH2:10][N:11]1[C:15]2[CH:16]=[CH:17][CH:18]=[CH:19][C:14]=2[N:13]=[C:12]1[CH:28]=[O:29])[C:2]1[CH:3]=[CH:4][CH:5]=[CH:6][CH:7]=1 |f:3.4|. Procedure details: To a stirred, cooled (−75° C.) light orange solution of 3.79 g 1-(2-benzyloxy-ethyl)-1H-benzoimidazole in 80 ml THF under argon atmosphere was added dropwise 9.4 ml n-butyllithium solution (1.6 M in hexanes) for 15 min (temperature of the solution below −71° C. during the addition; reaction mixture turning to orange). When addition was complete, stirring at −75° C. was continued for 1 h 30. The reaction mixture was then treated with 1.44 ml DMF within 5 min and stirring at −75° C. was continued ... The reactants are OCC=1C=C2C(=C(C=NC2=CC1)C#N)C1=CC=CC=C1 (6-hydroxymethyl-4-phenyl-quinoline-3-carbonitrile). Reagents/catalysts: [O-2].[Mn+2] (manganese oxide). Product: C(=O)C=1C=C2C(=C(C=NC2=CC1)C#N)C1=CC=CC=C1 (6-formyl-4-phenyl-quinoline-3-carbonitrile). As a reaction SMILES: [OH:1][CH2:2][C:3]1[CH:4]=[C:5]2[C:10](=[CH:11][CH:12]=1)[N:9]=[CH:8][C:7]([C:13]#[N:14])=[C:6]2[C:15]1[CH:20]=[CH:19][CH:18]=[CH:17][CH:16]=1>[O-2].[Mn+2]>[CH:2]([C:3]1[CH:4]=[C:5]2[C:10](=[CH:11][CH:12]=1)[N:9]=[CH:8][C:7]([C:13]#[N:14])=[C:6]2[C:15]1[CH:20]=[CH:19][CH:18]=[CH:17][CH:16]=1)=[O:1] |f:1.2|. Reported procedure: Similar procedure as described in example 61i was used, starting from 6-hydroxymethyl-4-phenyl-quinoline-3-carbonitrile (example 62b), and activated manganese oxide to give 6-formyl-4-phenyl-quinoline-3-carbonitrile. LC-MS m/e 259 (MH+). Reported procedure: Hydrogenation of 2-Oxo-2,3-dihydro-1H-pyrrolo[2,3-b]pyridine-4-carbonitrile (100 mg) was done using Pd/C (20 mg), HCl (37%, 0.3 mL) in EtOH (3 mL) to give 4-aminomethyl-1,3-dihydro-pyrrolo[2,3-b]pyridin-2-one hydrochloride. The reagents and catalysts are [Pd] (Pd/C). Reaction SMILES: [O:1]=[C:2]1[NH:12][C:5]2[N:6]=[CH:7][CH:8]=[C:9]([C:10]#[N:11])[C:4]=2[CH2:3]1.[ClH:13]>CCO.[Pd]>[ClH:13].[NH2:11][CH2:10][C:9]1[CH:8]=[CH:7][N:6]=[C:5]2[NH:12][C:2](=[O:1])[CH2:3][C:4]=12 |f:4.5|. The reactants are O=C1CC2=C(N=CC=C2C#N)N1 (2-Oxo-2,3-dihydro-1H-pyrrolo[2,3-b]pyridine-4-carbonitrile), Cl (HCl). The product is Cl.NCC1=C2C(=NC=C1)NC(C2)=O (4-aminomethyl-1,3-dihydro-pyrrolo[2,3-b]pyridin-2-one hydrochloride). The solvent is CCO (EtOH).